Task: describe an organic reaction: reactants, conditions, products, and yield. Dataset: the Open Reaction Database (ORD), a public repository of structured organic reaction records Starting materials: BrC=1C=C2CCOC(C2=CC1)CC(=O)O ((6-Bromoisochroman-1-yl)acetic acid), C(C1=CC=CC=C1)OC1=CC=C(C=C1)N1CCN(CC1)C(CC1OCCC2=CC(=CC=C12)Br)=O (1-(4-benzyloxyphenyl)-4-[2-(6-bromoisochroman-1-yl)]acetyl piperazine), O.Cl.Cl.C1(OCCC2=CC=CC=C12)CCN1CCN(CC1)C1=C(C=CC=C1)OC (1-[2-(Isochroman-1-yl)ethyl]-4-(2-methoxyphenyl)piperazine dihydrochloride monohydrate), amide. Product: C(C1=CC=CC=C1)OC1=CC=C(C=C1)N1CCN(CC1)CCC1OCCC2=CC(=CC=C12)Br (1-(4-Benzyloxyphenyl)-4-[2-(6-bromoisochroman-1-yl)-ethyl]piperazine). Reaction SMILES: BrC1C=C2C(=CC=1)C(CC(O)=O)OCC2.O.Cl.Cl.C1(CCN2CCN(C3C=CC=CC=3OC)CC2)C2C(=CC=CC=2)CCO1.[CH2:45]([O:52][C:53]1[CH:58]=[CH:57][C:56]([N:59]2[CH2:64][CH2:63][N:62]([C:65](=O)[CH2:66][CH:67]3[C:76]4[C:71](=[CH:72][C:73]([Br:77])=[CH:74][CH:75]=4)[CH2:70][CH2:69][O:68]3)[CH2:61][CH2:60]2)=[CH:55][CH:54]=1)[C:46]1[CH:51]=[CH:50][CH:49]=[CH:48][CH:47]=1>>[CH2:45]([O:52][C:53]1[CH:54]=[CH:55][C:56]([N:59]2[CH2:64][CH2:63][N:62]([CH2:65][CH2:66][CH:67]3[C:76]4[C:71](=[CH:72][C:73]([Br:77])=[CH:74][CH:75]=4)[CH2:70][CH2:69][O:68]3)[CH2:61][CH2:60]2)=[CH:57][CH:58]=1)[C:46]1[CH:51]=[CH:50][CH:49]=[CH:48][CH:47]=1 |f:1.2.3.4|. Procedure details: (6-Bromoisochroman-1-yl)acetic acid (EXAMPLE 22, LXVIII) is coupled with 4-benzyloxyphenylpiperazine (XI) and the resulting amide, 1-(4-benzyloxyphenyl)-4-[2-(6-bromoisochroman-1-yl)]acetyl piperazine (LXIII, 7.23 mmol) is reduced according to the general procedure of EXAMPLE 50 and making non-critical variations to give the title compound, mp 87-90°. Reactants: Brc1ccoc1, [Li]CCCC, O=Cc1ccc([N+](=O)[O-])cc1, C1CCOC1. The product is O=[N+]([O-])c1ccc(C(O)c2ccoc2)cc1. RXN SMILES: [Br:1][c:2]1[cH:3][o:4][cH:5][cH:6]1.[CH2:7]([Li:8])[CH2:9][CH2:10][CH3:11].[N+:12](=[O:13])([O-:14])[c:15]1[cH:16][cH:17][c:18]([CH:19]=[O:20])[cH:21][cH:22]1.[O:23]1[CH2:24][CH2:25][CH2:26][CH2:27]1>>[c:2]1([CH:19]([c:18]2[cH:17][cH:16][c:15]([N+:12](=[O:13])[O-:14])[cH:22][cH:21]2)[OH:20])[cH:3][o:4][cH:5][cH:6]1. Reactants: COC(=O)COc1ccc(C(=O)OCc2ccccc2)cc1, CO, [H][H]. Yields the product COC(=O)COc1ccc(C(=O)O)cc1. Reaction SMILES: [CH2:1]([c:2]1[cH:3][cH:4][cH:5][cH:6][cH:7]1)[O:8][C:9](=[O:10])[c:11]1[cH:12][cH:13][c:14]([O:15][CH2:16][C:17](=[O:18])[O:19][CH3:20])[cH:21][cH:22]1.[CH3:25][OH:26].[H:23][H:24]>>[O:8]=[C:9]([OH:10])[c:11]1[cH:12][cH:13][c:14]([O:15][CH2:16][C:17](=[O:18])[O:19][CH3:20])[cH:21][cH:22]1. Reactants: ON=Cc1ccc(Br)cn1, O=C1CCC(=O)N1Cl, CN(C)C=O. Yields the product ON=C(Cl)c1ccc(Br)cn1. RXN SMILES: [Br:1][c:2]1[cH:3][cH:4][c:5]([CH:8]=[N:9][OH:10])[n:6][cH:7]1.[Cl:11][N:12]1[C:13](=[O:14])[CH2:15][CH2:16][C:17]1=[O:18].[O:19]=[CH:20][N:21]([CH3:22])[CH3:23]>>[Br:1][c:2]1[cH:3][cH:4][c:5]([C:8](=[N:9][OH:10])[Cl:11])[n:6][cH:7]1. The reactants are ClC=1C=C(CBr)C=CC1Cl (3,4-dichlorobenzyl bromide), C(C)(C)(C)OC(=O)N[C@@]1([C@@H]2[C@H]([C@@H]2[C@H]([C@H]1O)O)C(=O)OC(C)(C)C)C(=O)OC(C)(C)C (di-tert-butyl (1S,2R,3S,4R,5R,6R)-2-[(tert-butoxycarbonyl)amino]-3,4-dihydroxybicyclo[3.1.0]hexane-2,6-dicarboxylate). The reagents and catalysts are [I-].C(CCC)[N+](CCCC)(CCCC)CCCC (tetra-n-butylammonium iodide), [Ag]=O (silver oxide). Solvent: CN(C=O)C (dimethylformamide), C(C)OCC (diethyl ether), hexanes, hexanes. Run at time 8 hour. Yields the product C(C)(C)(C)OC(=O)N[C@@]1([C@@H]2[C@H]([C@@H]2[C@H]([C@H]1OCC1=CC(=C(C=C1)Cl)Cl)O)C(=O)OC(C)(C)C)C(=O)OC(C)(C)C (Di-tert-butyl (1S,2R,3S,4R,5R,6R)-2-[(tert-butoxycarbonyl)amino]-3-[(3,4-dichlorobenzyl)oxy]-4-hydroxybicyclo[3.1.0]hexane-2,6-dicarboxylate). Isolated yield 100.0%. Reaction SMILES: [Cl:1][C:2]1[CH:3]=[C:4]([CH:7]=[CH:8][C:9]=1[Cl:10])[CH2:5]Br.[C:11]([O:15][C:16]([NH:18][C@@:19]1([C:34]([O:36][C:37]([CH3:40])([CH3:39])[CH3:38])=[O:35])[C@H:24]([OH:25])[C@H:23]([OH:26])[C@@H:22]2[C@H:20]1[C@H:21]2[C:27]([O:29][C:30]([CH3:33])([CH3:32])[CH3:31])=[O:28])=[O:17])([CH3:14])([CH3:13])[CH3:12]>[I-].C([N+](CCCC)(CCCC)CCCC)CCC.CN(C)C=O.C(OCC)C.[Ag]=O>[C:11]([O:15][C:16]([NH:18][C@@:19]1([C:34]([O:36][C:37]([CH3:40])([CH3:39])[CH3:38])=[O:35])[C@H:24]([O:25][CH2:5][C:4]2[CH:7]=[CH:8][C:9]([Cl:10])=[C:2]([Cl:1])[CH:3]=2)[C@H:23]([OH:26])[C@@H:22]2[C@H:20]1[C@H:21]2[C:27]([O:29][C:30]([CH3:32])([CH3:31])[CH3:33])=[O:28])=[O:17])([CH3:14])([CH3:12])[CH3:13] |f:2.3|. Procedure: Add 3,4-dichlorobenzyl bromide (1.02 mL, 1.02 g, 4.26 mmol) to di-tert-butyl (1S,2R,3S,4R,5R,6R)-2-[(tert-butoxycarbonyl)amino]-3,4-dihydroxybicyclo[3.1.0]hexane-2,6-dicarboxylate (1.22 g, 2.84 mmol), tetra-n-butylammonium iodide (1.07 g, 2.84 mmol) and silver oxide (987.35 mg, 4.26 mmol) in dimethylformamide (17 mL) at room temperature. Stir overnight. Dilute with diethyl ether and hexanes (1:1), filter through celite, and then wash with ether and hexanes (1:1). The filtrate is washed with wate... Reactants: solution, ClC1=C(C=C(C=C1)Cl)S(=O)O (2,5 -dichlorobenzenesulfinic acid), [H][H] (hydrogen), solution, C[SnH](C)C (trimethyltin hydride). Solvent: COC (dimethyl ether), ice water, C=1(C(=CC=CC1)C)C (xylene). Reaction conditions: time 1 hour. Yields the product ClC1=C(C=C(C=C1)Cl)S(=O)[O-].C[Sn+](C)C (trimethyltin 2,5 -dichlorobenzenesulfinate). As a reaction SMILES: [CH3:1][SnH:2]([CH3:4])[CH3:3].[Cl:5][C:6]1[CH:11]=[CH:10][C:9]([Cl:12])=[CH:8][C:7]=1[S:13]([OH:15])=[O:14].[H][H]>C1(C)C(C)=CC=CC=1.COC>[Cl:5][C:6]1[CH:11]=[CH:10][C:9]([Cl:12])=[CH:8][C:7]=1[S:13]([O-:15])=[O:14].[CH3:1][Sn+:2]([CH3:4])[CH3:3] |f:5.6|. Procedure: A 100 ml three-necked flask, fitted with a reflux condenser and addition funnel, was flushed thoroughly with nitrogen and charged with 4.5 ml (29.5 mmoles) of a solution of trimethyltin hydride in xylene (78 volume/volume %). To this solution was added dropwise with stirring at room temperature 70 ml of a solution of 6.0 g (28.5 mmoles) of 2,5 -dichlorobenzenesulfinic acid in dimethyl ether. Evolution of hydrogen occurred immediately and throughout the addition which lasted one hour. The flask w... Reactants: CCO, C[O-], Cl, [Na+], OCCS, ClCc1ccncc1. Product: OCCSCc1ccncc1. As a reaction SMILES: [CH3:17][CH2:18][OH:19].[CH3:1][O-:2].[ClH:4].[Na+:3].[SH:13][CH2:14][CH2:15][OH:16].[cH:5]1[cH:6][c:7]([CH2:11][Cl:12])[cH:8][cH:9][n:10]1>>[cH:5]1[cH:6][c:7]([CH2:11][S:13][CH2:14][CH2:15][OH:16])[cH:8][cH:9][n:10]1. Starting materials: CC(C)(C)OC(=O)N1CCC(Nc2nc3cc(C#N)ccc3o2)CC1, ClCCl, O=C(O)C(F)(F)F. Yields the product N#Cc1ccc2oc(NC3CCNCC3)nc2c1. As a reaction SMILES: [C:1]([O:2][C:3](=[O:4])[N:8]1[CH2:9][CH2:10][CH:11]([NH:14][c:15]2[o:16][c:17]3[c:18]([n:19]2)[cH:20][c:21]([C:24]#[N:25])[cH:22][cH:23]3)[CH2:12][CH2:13]1)([CH3:5])([CH3:6])[CH3:7].[Cl:33][CH2:34][Cl:35].[F:26][C:27]([F:28])([F:29])[C:30]([OH:31])=[O:32]>>[NH:8]1[CH2:9][CH2:10][CH:11]([NH:14][c:15]2[o:16][c:17]3[c:18]([n:19]2)[cH:20][c:21]([C:24]#[N:25])[cH:22][cH:23]3)[CH2:12][CH2:13]1.